From a dataset of the Open Reaction Database (ORD), a public repository of structured organic reaction records. describe an organic reaction: reactants, conditions, products, and yield The reactants are Cc1cc(C(=O)O)ccc1Br, CC(C)(C)c1cccc(NC(=O)c2ccc(C3CCNCC3)cc2)c1, CC(C)(C)c1cccc(NC(=O)c2ccc(N3CCN(c4ccc(C(=O)O)cc4)CC3)c(F)c2)c1. Product: Cc1cc(C(=O)O)ccc1N1CCC(c2ccc(C(=O)Nc3cccc(C(C)(C)C)c3)cc2)CC1. RXN SMILES: [Br:26][c:27]1[c:28]([CH3:36])[cH:29][c:30]([C:31](=[O:32])[OH:33])[cH:34][cH:35]1.[C:1]([CH3:2])([CH3:3])([CH3:4])[c:5]1[cH:6][c:7]([NH:11][C:12]([c:13]2[cH:14][cH:15][c:16]([CH:19]3[CH2:20][CH2:21][NH:22][CH2:23][CH2:24]3)[cH:17][cH:18]2)=[O:25])[cH:8][cH:9][cH:10]1.[C:37]([c:38]1[cH:39][c:40]([NH:41][C:42]([c:43]2[cH:44][cH:45][c:46]([N:47]3[CH2:48][CH2:49][N:50]([c:51]4[cH:52][cH:53][c:54]([C:55]([OH:56])=[O:57])[cH:58][cH:59]4)[CH2:60][CH2:61]3)[c:62]([F:63])[cH:64]2)=[O:65])[cH:66][cH:67][cH:68]1)([CH3:69])([CH3:70])[CH3:71]>>[C:1]([CH3:2])([CH3:3])([CH3:4])[c:5]1[cH:6][c:7]([NH:11][C:12]([c:13]2[cH:14][cH:15][c:16]([CH:19]3[CH2:20][CH2:21][N:22]([c:27]4[c:28]([CH3:36])[cH:29][c:30]([C:31](=[O:32])[OH:33])[cH:34][cH:35]4)[CH2:23][CH2:24]3)[cH:17][cH:18]2)=[O:25])[cH:8][cH:9][cH:10]1.